Dataset: the Open Reaction Database (ORD), a public repository of structured organic reaction records. Task: describe an organic reaction: reactants, conditions, products, and yield Product: CC(C)(C)OC(=O)NCC1(O)CCN(c2cc[n+]([O-])cc2)CC1. Reaction SMILES: [C:1]([CH3:2])([CH3:3])([CH3:4])[O:5][C:6](=[O:7])[NH:8][CH2:9][C:10]1([OH:16])[CH2:11][CH2:12][NH:13][CH2:14][CH2:15]1.[CH2:31]([OH:32])[CH2:33][CH:34]([CH3:35])[CH3:36].[Cl:17][c:18]1[cH:19][cH:20][n+:21]([O-:24])[cH:22][cH:23]1.[Na+:25].[OH2:30].[OH:26][C:27](=[O:28])[O-:29]>>[C:1]([CH3:2])([CH3:3])([CH3:4])[O:5][C:6](=[O:7])[NH:8][CH2:9][C:10]1([OH:16])[CH2:11][CH2:12][N:13]([c:18]2[cH:19][cH:20][n+:21]([O-:24])[cH:22][cH:23]2)[CH2:14][CH2:15]1. The reactants are CC(C)(C)OC(=O)NCC1(O)CCNCC1, CC(C)CCO, [O-][n+]1ccc(Cl)cc1, [Na+], O, O=C([O-])O. Reactants: C(C1=CC=CC=C1)N1C=2N(C3=CC=C(C=C3C1=O)Br)C(=NN2)N2CCCC2 (4-benzyl-7-bromo-1-(pyrrolidin-1-yl)-4H-[1,2,4]triazolo[4,3-a]quinazolin-5-one), CN1C(CCC1)=O (N-methylpyrrolidinone), cuprous cyanide. Conditions: time 12 hour. The product is C(C1=CC=CC=C1)N1C=2N(C3=CC=C(C=C3C1=O)C#N)C(=NN2)N(C)C (4-benzyl-7-cyano-1-(N,N-dimethylamino)-4H-[1,2,4]triazolo[4,3-a]quinazolin-5-one). Yield: 90.0%. RXN SMILES: [CH2:1]([N:8]1[C:17](=[O:18])[C:16]2[C:11](=[CH:12][CH:13]=[C:14](Br)[CH:15]=2)[N:10]2[C:20]([N:23]3[CH2:27]CC[CH2:24]3)=[N:21][N:22]=[C:9]12)[C:2]1[CH:7]=[CH:6][CH:5]=[CH:4][CH:3]=1.[CH3:28][N:29]1CCCC1=O>>[CH2:1]([N:8]1[C:17](=[O:18])[C:16]2[C:11](=[CH:12][CH:13]=[C:14]([C:28]#[N:29])[CH:15]=2)[N:10]2[C:20]([N:23]([CH3:27])[CH3:24])=[N:21][N:22]=[C:9]12)[C:2]1[CH:7]=[CH:6][CH:5]=[CH:4][CH:3]=1. Reported procedure: In a 500 ml balloon flask, equipped with a shaker, refrigeration and nitrogen feeding, we add 10.8 g (27.1 mmol) of 4-benzyl-7-bromo-1-(pyrrolidin-1-yl)-4H-[1,2,4]triazolo[4,3-a]quinazolin-5-one (example 164) in 100ml of N-methylpyrrolidinone (NMP). We add 4.4 g (49 mmol) of cuprous cyanide then heat the mixture, under shaking and under nitrogen for 12 hours. The solvent is eliminated by evaporation under vacuum; the residue is stirred in mixture of methylene chloride and 2N ammonia solution, th... The reactants are II (iodine), FC1=C(CCl)C=CC=C1 (2-fluorobenzyl chloride), C(C1=CC=CC=C1)N1CC(CC1)=O (N-benzyl-3-pyrrolidinone), [Mg] (magnesium), FC1=C(CCl)C=CC=C1 (2-fluorobenzyl chloride). Solvent: CCOCC (ether), CCOCC (ether), CCOCC (ether), CCOCC (ether). Yields the product C(C1=CC=CC=C1)N1CC(CC1)(O)CC1=C(C=CC=C1)F (1-benzyl-3-(2-fluorobenzyl)-3-pyrrolidinol). Reaction SMILES: II.[F:3][C:4]1[CH:11]=[CH:10][CH:9]=[CH:8][C:5]=1[CH2:6]Cl.[Mg].[CH2:13]([N:20]1[CH2:24][CH2:23][C:22](=[O:25])[CH2:21]1)[C:14]1[CH:19]=[CH:18][CH:17]=[CH:16][CH:15]=1>CCOCC>[CH2:13]([N:20]1[CH2:24][CH2:23][C:22]([CH2:6][C:5]2[CH:8]=[CH:9][CH:10]=[CH:11][C:4]=2[F:3])([OH:25])[CH2:21]1)[C:14]1[CH:15]=[CH:16][CH:17]=[CH:18][CH:19]=1. Reported procedure: A crystal of iodine followed by a few mls of a solution of 20.6 g of 2-fluorobenzyl chloride in 100 ml of ether is added to a suspension of 3.4 g of magnesium shavings in 50 ml of ether. Thereafter, the reaction is initiated via a hot air gun before adding dropwise, while maintaining the reaction at reflux, the remaining 2-fluorobenzyl chloride solution. After total addition, the reaction is maintained at reflux with stirring for an additional hour before successively adding 100 ml of ether and ... Product: C(N)(=O)C1CN(CCC1)C(=O)OC(C)(C)C (tert-butyl 3-carbamoylpiperidine-1-carboxylate). The yield is 72.0%. Reactants: N.O (NH3.H2O), O (water), C(C)(C)(C)OC(=O)N1CC(CCC1)C(=O)O (1-(tert-butoxycarbonyl)piperidine-3-carboxylic acid), TEA, C(OCC(C)C)(=O)Cl (isobutyl carbonochloridate). Procedure details: A 1-L 3-necked round-bottomed flask was charged with a solution of 1-(tert-butoxycarbonyl)piperidine-3-carboxylic acid (10 g, 42.79 mmol, 1.00 equiv, 98%), TEA (5.2 g, 50.46 mmol, 1.18 equiv, 98%) in THF (100 mL). To this mixture was added isobutyl carbonochloridate (6.8 g, 49.00 mmol, 1.15 equiv, 98%) drop wise at 10° C. The resulting solution was stirred for 15 minutes at 10° C. in a water/ice bath. Then, to the mixture was added NH3.H2O (25%, 60 mL) and allowed to stir for 10 minutes at 10° C... Run in C1CCOC1 (THF). RXN SMILES: [C:1]([O:5][C:6]([N:8]1[CH2:13][CH2:12][CH2:11][CH:10]([C:14]([OH:16])=O)[CH2:9]1)=[O:7])([CH3:4])([CH3:3])[CH3:2].C(Cl)(=O)OCC(C)C.[NH3:25].O.O>C1COCC1>[C:14]([CH:10]1[CH2:11][CH2:12][CH2:13][N:8]([C:6]([O:5][C:1]([CH3:4])([CH3:3])[CH3:2])=[O:7])[CH2:9]1)(=[O:16])[NH2:25] |f:2.3|. Run at temperature 10 celsius, time 15 minute.